Task: describe an organic reaction: reactants, conditions, products, and yield. Dataset: the Open Reaction Database (ORD), a public repository of structured organic reaction records Starting materials: C(=O)N1C2=CC=CC=C2C=2C(=CC=C(C12)OC)S(=O)(=O)NC1=CC=C(C=C1)C (N-Formyl-1-methoxy-4-[4-methylphenylaminosulphonyl]-9H-carbazole), [BH4-].[Na+] (NaBH4). Solvent: C1CCOC1 (THF). Run at temperature 0 celsius, time 4.5 hour. Product: COC1=CC=C(C=2C3=CC=CC=C3NC12)S(=O)(=O)NC1=CC=C(C=C1)C (1-methoxy-4-[4-methylphenylaminosulphonyl]-9H-carbazole). Isolated yield 99.0%. Reaction SMILES: C([N:3]1[C:15]2[C:14]([O:16][CH3:17])=[CH:13][CH:12]=[C:11]([S:18]([NH:21][C:22]3[CH:27]=[CH:26][C:25]([CH3:28])=[CH:24][CH:23]=3)(=[O:20])=[O:19])[C:10]=2[C:9]2[C:4]1=[CH:5][CH:6]=[CH:7][CH:8]=2)=O.[BH4-].[Na+]>C1COCC1>[CH3:17][O:16][C:14]1[C:15]2[NH:3][C:4]3[C:9](=[CH:8][CH:7]=[CH:6][CH:5]=3)[C:10]=2[C:11]([S:18]([NH:21][C:22]2[CH:23]=[CH:24][C:25]([CH3:28])=[CH:26][CH:27]=2)(=[O:19])=[O:20])=[CH:12][CH:13]=1 |f:1.2|. Reported procedure: N-Formyl-1-methoxy-4-[4-methylphenylaminosulphonyl]-9H-carbazole (example 72) (0.14 g, 0.35 mM) was dissolved in 15 mL of 20% aqueous THF solution. The reaction mixture was cooled to 0° C. in an ice bath. To it was added NaBH4 (0.08 g, 2.1 mM) portion wise. The reaction mixture was stirred for 4-5 hrs. Solvent was evaporated and the aqueous layer was extracted with EtOAc. The organic layer was washed with brine and dried over anh. Na2SO4. It was filtered and concentrated to yield the desired com...